From a dataset of the Open Reaction Database (ORD), a public repository of structured organic reaction records. describe an organic reaction: reactants, conditions, products, and yield The reactants are C1(=CC=CC=C1)B(O)O (phenyl boronic acid), [N+](=O)(O)[O-] (nitric acid). The solvent is C(C)(=O)OC(C)=O (acetic anhydride). Product: [N+](=O)([O-])C1=C(C=CC=C1)B(O)O (2-Nitrophenyl boronic acid). The yield is 15.0%. RXN SMILES: [C:1]1([B:7]([OH:9])[OH:8])[CH:6]=[CH:5][CH:4]=[CH:3][CH:2]=1.[N+:10]([O-])([OH:12])=[O:11]>C(OC(=O)C)(=O)C>[N+:10]([C:2]1[CH:3]=[CH:4][CH:5]=[CH:6][C:1]=1[B:7]([OH:9])[OH:8])([O-:12])=[O:11]. Procedure: A solution of phenyl boronic acid (5.0 g, 41 mmol) in acetic anhydride (50 mL) at −15° C. was treated with nitric acid (2.5 mL) dropwise over 30 minutes maintaining a temperature below −10° C. The reaction was allowed to warm to room temperature overnight, then poured onto ice. The resulting solution was concentrated to 25 mL and water (50 mL) was added. The mixture was again concentrated. This procedure was repeated five times. The solid that developed was filtered and dried. The crude product ... Reactants: FC(C(=O)O)(F)F (trifluoroacetic acid), OC1CN(C1)C(=O)OC(C)(C)C (t-butyl 3-hydroxyazetidine-1-carboxylate). The product is N1CC(C1)OC1=NC=CC=C1 (2-(azetidin-3-yloxy)pyridine). Reaction SMILES: F[C:2](F)(F)[C:3]([OH:5])=O.O[CH:9]1[CH2:12][N:11](C(OC(C)(C)C)=O)[CH2:10]1>>[NH:11]1[CH2:10][CH:9]([O:5][C:3]2[CH:2]=[CH:12][CH:9]=[CH:10][N:11]=2)[CH2:12]1. Procedure details: Preparation of compound P21. Compound P21 was prepared by deprotection of C73 with trifluoroacetic acid as described for t-butyl 3-hydroxyazetidine-1-carboxylate in the preparation of C19 in Example 3, before being used in the coupling step. The reactants are O=C(Cl)c1ccccc1, ClCCl, CC(C)(C)OC(=O)NC(Cc1cc(F)cc(F)c1)C(O)CO. Product: CC(C)(C)OC(=O)NC(Cc1cc(F)cc(F)c1)C(O)COC(=O)c1ccccc1. Reaction SMILES: [C:23]([c:24]1[cH:25][cH:26][cH:27][cH:28][cH:29]1)(=[O:30])[Cl:31].[Cl:32][CH2:33][Cl:34].[F:1][c:2]1[cH:3][c:4]([CH2:5][CH:6]([CH:7]([CH2:8][OH:9])[OH:10])[NH:11][C:12]([O:13][C:14]([CH3:15])([CH3:16])[CH3:17])=[O:18])[cH:19][c:20]([F:22])[cH:21]1>>[F:1][c:2]1[cH:3][c:4]([CH2:5][CH:6]([CH:7]([CH2:8][O:9][C:23]([c:24]2[cH:25][cH:26][cH:27][cH:28][cH:29]2)=[O:30])[OH:10])[NH:11][C:12]([O:13][C:14]([CH3:15])([CH3:16])[CH3:17])=[O:18])[cH:19][c:20]([F:22])[cH:21]1. The reactants are O=C(O)c1cnc2cc(Br)ccn12, O=C(Cl)C(=O)Cl, ClCCl, COC(=O)N1CC(c2nc(-c3ccc(C)c(N)c3)no2)C1, CN(C)C=O, c1ccncc1. Product: COC(=O)N1CC(c2nc(-c3ccc(C)c(NC(=O)c4cnc5cc(Br)ccn45)c3)no2)C1. Reaction SMILES: [Br:1][c:2]1[cH:3][c:4]2[n:5]([cH:6][cH:7]1)[c:8]([C:11](=[O:12])[OH:13])[cH:9][n:10]2.[Cl:14][C:15]([C:16]([Cl:17])=[O:18])=[O:19].[Cl:46][CH2:47][Cl:48].[NH2:25][c:26]1[cH:27][c:28](-[c:33]2[n:34][o:35][c:36]([CH:38]3[CH2:39][N:40]([C:42](=[O:43])[O:44][CH3:45])[CH2:41]3)[n:37]2)[cH:29][cH:30][c:31]1[CH3:32].[O:20]=[CH:21][N:22]([CH3:23])[CH3:24].[cH:49]1[cH:50][cH:51][n:52][cH:53][cH:54]1>>[Br:1][c:2]1[cH:3][c:4]2[n:5]([cH:6][cH:7]1)[c:8]([C:11](=[O:13])[NH:25][c:26]1[cH:27][c:28](-[c:33]3[n:34][o:35][c:36]([CH:38]4[CH2:39][N:40]([C:42](=[O:43])[O:44][CH3:45])[CH2:41]4)[n:37]3)[cH:29][cH:30][c:31]1[CH3:32])[cH:9][n:10]2.